From a dataset of the Open Reaction Database (ORD), a public repository of structured organic reaction records. describe an organic reaction: reactants, conditions, products, and yield The reactants are CS(=O)(=O)c1csc(C(=O)Cl)c1, CN(C)c1ccncc1, NC(=O)N1C(=O)Cc2cc(Cl)ccc21. Yields the product CS(=O)(=O)c1csc(C(=O)C2C(=O)N(C(N)=O)c3ccc(Cl)cc32)c1. Reaction SMILES: [CH3:1][S:2](=[O:3])(=[O:4])[c:5]1[cH:6][c:7]([C:10](=[O:11])[Cl:12])[s:8][cH:9]1.[CH3:27][N:28]([c:29]1[cH:30][cH:31][n:32][cH:33][cH:34]1)[CH3:35].[Cl:13][c:14]1[cH:15][c:16]2[c:20]([cH:21][cH:22]1)[N:19]([C:23](=[O:24])[NH2:25])[C:18](=[O:26])[CH2:17]2>>[CH3:1][S:2](=[O:3])(=[O:4])[c:5]1[cH:6][c:7]([C:10](=[O:11])[CH:17]2[c:16]3[cH:15][c:14]([Cl:13])[cH:22][cH:21][c:20]3[N:19]([C:23](=[O:24])[NH2:25])[C:18]2=[O:26])[s:8][cH:9]1. Product: NC1(CCCC1)CO (1-Amino-1-(hydroxymethyl)cyclopentane), Cl.NC1(CCCC1)CCl (1-amino-1-(chloromethyl)cyclopentane HCl salt). Starting materials: C(C)(C)C1=C(N)C=CC(=C1)[N+](=O)[O-] (2-isopropyl-4-nitroaniline), C(C)(C)C1=C(C=CC(=C1)[N+](=O)[O-])N=C=S (2-isopropyl-4-nitrophenyl isothiocyanate), OCCN (2-hydroxyethylamine), O=S(Cl)Cl (SOCl2). Reported procedure: 2-Isoropylaniline was converted to 2-isopropylacetanilide according to Method A2a, Step 1. The acetanilide was converted to 2-isopropyl-4-nitroacetanilide according to Method A2a, Step 2. The acetanilide was deprotected according to Method A2a, Step 3 to give 2-isopropyl-4-nitroaniline. The aniline was converted to 2-isopropyl-4-nitrophenyl isothiocyanate according to Method A2a, Step 3. 1-Amino-1-(hydroxymethyl)cyclopentane was synthesized as described in Method B1c. The 2-hydroxyethylamine was... As a reaction SMILES: C([C:4]1[CH:10]=[C:9]([N+]([O-])=O)[CH:8]=[CH:7][C:5]=1[NH2:6])(C)C.C([C:17]1[CH:22]=[C:21]([N+]([O-])=[O:24])[CH:20]=[CH:19][C:18]=1[N:26]=C=S)(C)C.OCCN.O=S(Cl)[Cl:35]>>[NH2:6][C:5]1([CH2:4][OH:24])[CH2:7][CH2:8][CH2:9][CH2:10]1.[ClH:35].[NH2:26][C:18]1([CH2:17][Cl:35])[CH2:19][CH2:20][CH2:21][CH2:22]1 |f:5.6|. The reactants are NC1=CC=CC=C1 (Aniline), FC(C(CC(=O)OCC)=O)(F)F (ethyl trifluoroacetoacetate). Product: OC1=NC2=CC=CC=C2C(=C1)C(F)(F)F (2-hydroxy-4-trifluoromethylquinoline). RXN SMILES: [NH2:1][C:2]1[CH:7]=[CH:6][CH:5]=[CH:4][CH:3]=1.[F:8][C:9]([F:19])([F:18])[C:10](=O)[CH2:11][C:12](OCC)=[O:13]>>[OH:13][C:12]1[CH:11]=[C:10]([C:9]([F:19])([F:18])[F:8])[C:7]2[C:2](=[CH:3][CH:4]=[CH:5][CH:6]=2)[N:1]=1. Procedure: Aniline (ex Aldrich) and ethyl trifluoroacetoacetate (ex Lancaster) were reacted together according to Westland et al, J. Med. Chem., 16, 326 (1973), to give 2-hydroxy-4-trifluoromethylquinoline. The latter (2.5 g), was treated for 30 minutes at 90°-100° C. with phosphorous oxychloride (20 ml) and resublimed phosphorous pentachloride (2.45 g). The reaction mixture was allowed to cool and poured onto ice-water and neutralised with aqueous ammonium hydroxide. Extraction into diethyl ether yielded ... Starting materials: ClC=1C=NC(NC1)=O (5-chloropyrimidin-2-one), BrCC(=O)C1=CC=C(C=C1)[N+](=O)[O-] (2-bromo-4'-nitroacetophenone). Run in C(C)N(CC)CC (triethylamine), C(C)O (ethanol), O (water). Conditions: time 1 hour. Yields the product ClC=1C=NC(N(C1)CC(=O)C1=CC=C(C=C1)[N+](=O)[O-])=O (5-Chloro-1-(4-nitrophenacyl)pyrimidin-2-one). Reaction SMILES: [Cl:1][C:2]1[CH:3]=[N:4][C:5](=[O:8])[NH:6][CH:7]=1.Br[CH2:10][C:11]([C:13]1[CH:18]=[CH:17][C:16]([N+:19]([O-:21])=[O:20])=[CH:15][CH:14]=1)=[O:12]>C(N(CC)CC)C.C(O)C.O>[Cl:1][C:2]1[CH:3]=[N:4][C:5](=[O:8])[N:6]([CH2:10][C:11]([C:13]2[CH:14]=[CH:15][C:16]([N+:19]([O-:21])=[O:20])=[CH:17][CH:18]=2)=[O:12])[CH:7]=1. Procedure: A mixture of 5-chloropyrimidin-2-one (787 mg) and 2-bromo-4'-nitroacetophenone (1.47 g) in triethylamine (2 ml) and ethanol (40 ml) was stirred at ambient temperature for 1 hr. The reaction mixture was diluted with water and the solid filtered off. The reactants are CO (methanol), C1(CCCC1)CCC(=O)Cl (3-cyclopentylpropionyl chloride), NC1=NN2C(N=CC=C2)=C1C(=O)OC (Methyl 2-aminopyrazolo[1,5-a]pyrimidine-3-carboxylate). The solvent is C(Cl)Cl (CH2Cl2), N1=CC=CC=C1 (pyridine). Reaction conditions: time 4 hour. Yields the product C1(CCCC1)CCC(=O)NC1=NN2C(N=CC=C2)=C1C(=O)OC (methyl 2-[(3-cyclopentylpropanoyl)amino]pyrazolo[1,5-a]pyrimidine-3-carboxylate). As a reaction SMILES: [CH:1]1([CH2:6][CH2:7][C:8](Cl)=[O:9])[CH2:5][CH2:4][CH2:3][CH2:2]1.[NH2:11][C:12]1[C:20]([C:21]([O:23][CH3:24])=[O:22])=[C:15]2[N:16]=[CH:17][CH:18]=[CH:19][N:14]2[N:13]=1.CO>C(Cl)Cl.N1C=CC=CC=1>[CH:1]1([CH2:6][CH2:7][C:8]([NH:11][C:12]2[C:20]([C:21]([O:23][CH3:24])=[O:22])=[C:15]3[N:16]=[CH:17][CH:18]=[CH:19][N:14]3[N:13]=2)=[O:9])[CH2:5][CH2:4][CH2:3][CH2:2]1. Procedure details: A solution of 3-cyclopentylpropionyl chloride (0.58 mL, 3.8 mmol) in CH2Cl2 (0.5 mL) was added to a suspension of the product from Example 125A (300 mg, 1.56 mmol) in pyridine (5 mL) at room temperature. After 4 hours, methanol (10 mL) was added to quench the excess acyl chloride, and the mixture was stirred for 15 minutes, and then concentrated under vacuum. The residue was crystallized from 86% methanol-water (24 mL) to provide the title compound. 1H NMR (300 MHz, DMSO-d6) δ ppm 1.01-1.22 (m, ... Starting materials: Nc1nc2cc(OCCCl)c(OCCCl)cc2s1, O=N[O-], [Na+], O, OP(O)P(O)O, O=P(O)(O)O. Yields the product ClCCOc1cc2ncsc2cc1OCCCl. RXN SMILES: [Cl:1][CH2:2][CH2:3][O:4][c:5]1[c:6]([O:15][CH2:16][CH2:17][Cl:18])[cH:7][c:8]2[c:9]([n:10][c:11]([NH2:13])[s:12]2)[cH:14]1.[N:19]([O-:20])=[O:21].[Na+:22].[OH2:34].[P:23]([P:24]([OH:25])[OH:26])([OH:27])[OH:28].[P:29](=[O:30])([OH:31])([OH:32])[OH:33]>>[Cl:1][CH2:2][CH2:3][O:4][c:5]1[c:6]([O:15][CH2:16][CH2:17][Cl:18])[cH:7][c:8]2[c:9]([n:10][cH:11][s:12]2)[cH:14]1. The reactants are N(=O)[O-].[Na+] (sodium nitrite), ammonium salt, S(=O)(C1=CC=C(C=C1)N)(=O)O (Sulfanilic acid), FC1=C(C(=CC=C1)F)O (2,6-difluorophenol), [OH-].[K+] (KOH). The solvent is Cl (HCl), ice NaCl, ice water, ice water, O (water), Cl (HCl), O1CCOCC1 (dioxane), O (water). Conditions: time 20 minute. The product is FC=1C=C(C=C(C1O)F)N=NC1=CC=C(C=C1)S(=O)(=O)O (4-((3,5-difluoro-4-hydroxyphenyl)diazenyl)benzenesulfonic acid). The yield is 79.0%. Reaction SMILES: [S:1]([OH:11])(=[O:10])([C:3]1[CH:8]=[CH:7][C:6]([NH2:9])=[CH:5][CH:4]=1)=[O:2].[N:12]([O-])=O.[Na+].[F:16][C:17]1[CH:22]=[CH:21][CH:20]=[C:19]([F:23])[C:18]=1[OH:24].[OH-].[K+]>O.Cl.O1CCOCC1>[F:16][C:17]1[CH:22]=[C:21]([N:12]=[N:9][C:6]2[CH:5]=[CH:4][C:3]([S:1]([OH:11])(=[O:10])=[O:2])=[CH:8][CH:7]=2)[CH:20]=[C:19]([F:23])[C:18]=1[OH:24] |f:1.2,4.5|. Reported procedure: Sulfanilic acid (0.767 g, 4.43 mmol) was dissolved in hot mixture of 20 mL of water and 10 mL of conc. HCl. The solution was cooled in ice/NaCl bath to 0° C. giving a suspension of HCl salt. The solution of sodium nitrite (0.367 g, 5.32 mmol in 5 mL of water) was added dropwise to the suspension of ammonium salt, maintaining the temperature below +5° C. All solid dissolved and the resulting solution was stirred for 20 min. After that white precipitate formed again and the resulting suspension wa...